Dataset: the Open Reaction Database (ORD), a public repository of structured organic reaction records. Task: describe an organic reaction: reactants, conditions, products, and yield Product: CC=1C(C2=C(OC1C(=O)OCC)C(=C1CCCCC1=C2)CCC)=O (Ethyl 6,7,8,9-tetrahydro-3-methyl-4-oxo-10-propyl-4H-naphtho[2,3-b]pyran-2-carboxylate). The reagents and catalysts are [Pd] (palladium on charcoal). As a reaction SMILES: [CH2:1]([C:4]1[C:13]2[O:14][C:15]([C:20]([O:22][CH2:23][CH3:24])=[O:21])=[C:16]([CH3:19])[C:17](=[O:18])[C:12]=2[CH:11]=[C:10]2[C:5]=1[CH2:6][CH2:7][CH2:8][CH2:9]2)[CH:2]=[CH2:3]>[Pd]>[CH3:19][C:16]1[C:17](=[O:18])[C:12]2[CH:11]=[C:10]3[C:5]([CH2:6][CH2:7][CH2:8][CH2:9]3)=[C:4]([CH2:1][CH2:2][CH3:3])[C:13]=2[O:14][C:15]=1[C:20]([O:22][CH2:23][CH3:24])=[O:21]. Procedure: The product of step (e) (16 g) was hydrogenated over palladium on charcoal catalyst, under the conditions of Example 3(b), to give the title ester (16.2 g), as a low melting brown solid. The yield is 100.6%. Reactants: C(C=C)C1=C2CCCCC2=CC2=C1OC(=C(C2=O)C)C(=O)OCC (Ethyl 10-allyl-6,7,8,9-tetrahydro-3-methyl-4-oxo-4H-naphtho[2,3-b]pyran-2-carboxylate). Starting materials: FC1=C(C=C(CBr)C=C1)OC1=CC=CC=C1 (4-fluoro-3-phenoxybenzyl bromide), P(OCC)(OCC)OCC (triethyl phosphite). Run at temperature 90 celsius. Product: FC1=C(C=C(CP(OCC)(OCC)=O)C=C1)OC1=CC=CC=C1 (Diethyl (4-Fluoro-3-phenoxybenzyl)-phosphonate). Isolated yield 94.9%. RXN SMILES: [F:1][C:2]1[CH:9]=[CH:8][C:5]([CH2:6]Br)=[CH:4][C:3]=1[O:10][C:11]1[CH:16]=[CH:15][CH:14]=[CH:13][CH:12]=1.[P:17]([O:24]CC)([O:21][CH2:22][CH3:23])[O:18][CH2:19][CH3:20]>>[F:1][C:2]1[CH:9]=[CH:8][C:5]([CH2:6][P:17](=[O:24])([O:21][CH2:22][CH3:23])[O:18][CH2:19][CH3:20])=[CH:4][C:3]=1[O:10][C:11]1[CH:16]=[CH:15][CH:14]=[CH:13][CH:12]=1. Procedure details: A mixture of 4-fluoro-3-phenoxybenzyl bromide (28.1 g, 100 mmol) and triethyl phosphite (18.27 g, 110 mmol) is heated at 90° C. for 30 minutes while allowing some low boiling materials to distill off. The resultant mixture is heated at 140° C. for 3.5 hours and distilled at 120° C./2 mmHg to give the title product as a syrup (32.1 g, 95% yield) which is identified by 1H and 19F NMR spectral analyses. Starting materials: product, C(C)(=O)OC1(CCCCCCC1)C#CCN(C#N)CCCCCCC(=O)OCC (ethyl 7-{N-[3-(1-acetoxycyclooctyl)-2-propyn-1-yl]cyanamido}heptanoate), ClCCCC(CCCCC)OC(C)=O (1-chloro-4-acetoxynonane), C(C)(=O)OC1(CCCCCCC1)C#CCBr (1-acetoxy-1-(3-bromo-1-propynyl)cyclooctane). Yields the product O[C@@H](C#CCN(C#N)CCCCCCC(=O)O)CCCCC (7-[N-(4-(R)-hydroxy-2-nonynyl)cyanamido]heptanoic acid), O[C@@H](C#CCN(C(=O)N)CCCCCCC(=O)O)CCCCC (7-[1-(4(R)-hydroxy-2-nonynyl)ureido]heptanoic acid). RXN SMILES: ClCCCC([O:11]C(=O)C)CCCCC.C(OC1(C#CCBr)CCCCCCC1)(=O)C.C([O:34][C:35]1([C:43]#[C:44][CH2:45][N:46]([CH2:49][CH2:50][CH2:51][CH2:52][CH2:53][CH2:54][C:55]([O:57]CC)=[O:56])[C:47]#[N:48])CC[CH2:40][CH2:39][CH2:38][CH2:37][CH2:36]1)(=O)C>>[OH:34][C@H:35]([CH2:36][CH2:37][CH2:38][CH2:39][CH3:40])[C:43]#[C:44][CH2:45][N:46]([CH2:49][CH2:50][CH2:51][CH2:52][CH2:53][CH2:54][C:55]([OH:57])=[O:56])[C:47]#[N:48].[OH:34][C@H:35]([CH2:36][CH2:37][CH2:38][CH2:39][CH3:40])[C:43]#[C:44][CH2:45][N:46]([CH2:49][CH2:50][CH2:51][CH2:52][CH2:53][CH2:54][C:55]([OH:57])=[O:56])[C:47]([NH2:48])=[O:11]. Procedure details: The synthesis of this compound is carried out as described in Example 1 except that, in Step A, the 1-chloro-4-acetoxynonane is replaced by a equimolar amount of -1-acetoxy-1-(3-bromo-1-propynyl)cyclooctane (Example Q). The product of Step A is thus ethyl 7-{N-[3-(1-acetoxycyclooctyl)-2-propyn-1-yl]cyanamido}heptanoate. The subsequent steps yield 7-{N-[3-(1-hydroxycyclooctyl)-2-propyn-1-yl]cyanamido}heptanoic acid (B) and 7-{1-[3-(1-hydroxycyclooctyl)-2-propyn-1-yl]ureido}heptanoic acid (C). The reactants are c1ccc(CN2CCC3(CCCn4cncc43)C2)cc1, CO, Cl, [H][H]. Yields the product c1ncn2c1C1(CCC2)CCNC1. As a reaction SMILES: [CH2:1]([c:2]1[cH:3][cH:4][cH:5][cH:6][cH:7]1)[N:8]1[CH2:9][C:10]2([c:11]3[n:12]([cH:16][n:17][cH:18]3)[CH2:13][CH2:14][CH2:15]2)[CH2:19][CH2:20]1.[CH3:24][OH:25].[ClH:21].[H:22][H:23]>>[NH:8]1[CH2:9][C:10]2([c:11]3[n:12]([cH:16][n:17][cH:18]3)[CH2:13][CH2:14][CH2:15]2)[CH2:19][CH2:20]1. Starting materials: C(CCC)OC(=O)[C@]1(NCCC1)C ((S)-2-methyl-pyrrolidine-2-carboxylic acid butyl ester), solution, N (ammonia). The solvent is CO (methanol). Product: C[C@@]1(NCCC1)C(=O)N ((S)-2-methyl-pyrrolidine-2-carboxylic acid amide). RXN SMILES: C([O:5][C:6]([C@:8]1([CH3:13])[CH2:12][CH2:11][CH2:10][NH:9]1)=O)CCC.[NH3:14]>CO>[CH3:13][C@@:8]1([C:6]([NH2:14])=[O:5])[CH2:12][CH2:11][CH2:10][NH:9]1. Procedure: A solution of (S)-2-methyl-pyrrolidine-2-carboxylic acid butyl ester (2.3 g) in a 7 M solution of ammonia in methanol (22.2 ml) is heated in a bomb at 70° C. for 10 days. Evaporation of the reaction mixture and trituration with hexanes (20 ml) gives the title compound as an off-white solid. 1H nmr (d6-DMSO, 400 MHz) 7.40 (s, 1H), 6.89 (s, 1H), 2.95-2.84 (m, 1H), 2.72-2.60 (m, 1H), 2.06-1.95 (m, 1H), 1.66-1.44 (m, 2H), 1.42-1.30 (m, 1H), 1.22 (s, 3H). Starting materials: [OH-].[Na+] (NaOH), CNC1=CC=CC(=N1)CCOC1=CC=C(C=C1)C[C@@H](CC(=O)OCC)C=1C=NC=CC1 (ethyl (S)-4-[4-[2-[6-(methylamino)pyridin-2-yl]ethoxy]phenyl]-3-(pyridin-3-yl)butanoate), Cl (HCl). The solvent is C(Cl)Cl (CH2Cl2), O1CCOCC1.O (dioxane H2O), hexanes. Run at temperature 50 celsius, time 18 hour. Yields the product CNC1=CC=CC(=N1)CCOC1=CC=C(C=C1)C[C@@H](CC(=O)O)C=1C=NC=CC1 ((S)-4-[4-[2-[6-(Methylamino)pyridin-2-yl]ethoxy]phenyl]-3-(pyridin-3-yl)butanoic acid). Isolated yield 92.4%. Reaction SMILES: [OH-].[Na+].[CH3:3][NH:4][C:5]1[N:10]=[C:9]([CH2:11][CH2:12][O:13][C:14]2[CH:19]=[CH:18][C:17]([CH2:20][C@H:21]([C:28]3[CH:29]=[N:30][CH:31]=[CH:32][CH:33]=3)[CH2:22][C:23]([O:25]CC)=[O:24])=[CH:16][CH:15]=2)[CH:8]=[CH:7][CH:6]=1.Cl>O1CCOCC1.O.C(Cl)Cl>[CH3:3][NH:4][C:5]1[N:10]=[C:9]([CH2:11][CH2:12][O:13][C:14]2[CH:19]=[CH:18][C:17]([CH2:20][C@H:21]([C:28]3[CH:29]=[N:30][CH:31]=[CH:32][CH:33]=3)[CH2:22][C:23]([OH:25])=[O:24])=[CH:16][CH:15]=2)[CH:8]=[CH:7][CH:6]=1 |f:0.1,4.5|. Reported procedure: 2.0 M NaOH (15 mL, 30 mmole) was added to a solution of ethyl (S)-4-[4-[2-[6-(methylamino)pyridin-2-yl]ethoxy]phenyl]-3-(pyridin-3-yl)butanoate (9.2 g, 22 mmole) in dioxane/H2O (100 mL), and the mixture was heated at 50° C. After 18 hr, the reaction was cooled to RT, acidified with 10% HCl (25 mL), and concentrated to 1/3 volume to precipitate a gum. The supernatant was decanted and the gum was partitioned between H2O and CHCl3. The layers were separated and the aqueous layer was extracted with ... The reactants are BrC1=CC=CC=2C(C3=NC(=CN3CCC21)C2=CC=CC=C2)OC2CCN(CC2)C (8-Bromo-4-(1-methyl-piperidin-4-yloxy)-2-phenyl-9,10-dihydro-4H-3,10a-diaza-benzo[f]azulene), C(C)(C)N(CC)C(C)C (diisopropylethylamine), C[S-].[Na+] (sodium thiomethoxide), CC1(C2=C(C(=CC=C2)P(C3=CC=CC=C3)C4=CC=CC=C4)OC5=C(C=CC=C51)P(C6=CC=CC=C6)C7=CC=CC=C7)C (Xantphos). Reagents/catalysts: C=1C=CC(=CC1)/C=C/C(=O)/C=C/C2=CC=CC=C2.C=1C=CC(=CC1)/C=C/C(=O)/C=C/C2=CC=CC=C2.[Pd] (bis(dibenzilideneacetone)palladium(0)). Solvent: C1(=CC=CC=C1)C (toluene), O (water). Run at temperature 95 celsius. The product is CN1CCC(CC1)OC1C2=NC(=CN2CCC2=C1C=CC=C2SC)C2=CC=CC=C2 (4-(1-methylpiperidin-4-yloxy)-8-methylsulfanyl-2-phenyl-9,10-dihydro-4H-3,10a-diaza-benzo[f]azulene). RXN SMILES: Br[C:2]1[C:15]2[CH2:14][CH2:13][N:12]3[C:8](=[N:9][C:10]([C:16]4[CH:21]=[CH:20][CH:19]=[CH:18][CH:17]=4)=[CH:11]3)[CH:7]([O:22][CH:23]3[CH2:28][CH2:27][N:26]([CH3:29])[CH2:25][CH2:24]3)[C:6]=2[CH:5]=[CH:4][CH:3]=1.C(N(C(C)C)CC)(C)C.[CH3:39][S-:40].[Na+].CC1(C)C2C(=C(P(C3C=CC=CC=3)C3C=CC=CC=3)C=CC=2)OC2C(P(C3C=CC=CC=3)C3C=CC=CC=3)=CC=CC1=2>C1(C)C=CC=CC=1.O.C1C=CC(/C=C/C(/C=C/C2C=CC=CC=2)=O)=CC=1.C1C=CC(/C=C/C(/C=C/C2C=CC=CC=2)=O)=CC=1.[Pd]>[CH3:29][N:26]1[CH2:25][CH2:24][CH:23]([O:22][CH:7]2[C:6]3[CH:5]=[CH:4][CH:3]=[C:2]([S:40][CH3:39])[C:15]=3[CH2:14][CH2:13][N:12]3[C:8]2=[N:9][C:10]([C:16]2[CH:21]=[CH:20][CH:19]=[CH:18][CH:17]=2)=[CH:11]3)[CH2:28][CH2:27]1 |f:2.3,7.8.9|. Reported procedure: To a solution of compound 8-bromo-4-(1-methyl-piperidin-4-yloxy)-2-phenyl-9,10-dihydro-4H-3,10a-diaza-benzo[f]azulene (example 231) (150 mg) in toluene (2 mL) in a screw-capped vial under argon are added diisopropylethylamine (0.2 mL), sodium thiomethoxide (29 mg), bis(dibenzilideneacetone)palladium(0) (50 mg) and Xantphos (50 mg). The reaction mixture is heated at 95° C. for 19 hours. The mixture is then diluted with water and extracted with dichloromethane. Pooled organic extracts are dried ov... The product is ON=CC1(CCOCC1)C1=CC(=CC=C1)SC1=CC=C(C=C1)N1C(=NC=C1)C (4-Hydroxyiminomethyl-4-[3-[4-(2-methlimidazol-1-yl)phenylthio]phenyl]-3,4,5,6-tetrahydro-2H-pyran). Yield: 70.3%. Reaction conditions: time 5 hour. As a reaction SMILES: [CH3:1][C:2]1[N:3]([C:7]2[CH:12]=[CH:11][C:10]([S:13][C:14]3[CH:15]=[C:16]([C:20]4([CH:26]=O)[CH2:25][CH2:24][O:23][CH2:22][CH2:21]4)[CH:17]=[CH:18][CH:19]=3)=[CH:9][CH:8]=2)[CH:4]=[CH:5][N:6]=1.Cl.[NH2:29][OH:30]>CO.N1C=CC=CC=1>[OH:30][N:29]=[CH:26][C:20]1([C:16]2[CH:17]=[CH:18][CH:19]=[C:14]([S:13][C:10]3[CH:11]=[CH:12][C:7]([N:3]4[CH:4]=[CH:5][N:6]=[C:2]4[CH3:1])=[CH:8][CH:9]=3)[CH:15]=2)[CH2:21][CH2:22][O:23][CH2:24][CH2:25]1 |f:1.2|. Reactants: CC=1N(C=CN1)C1=CC=C(C=C1)SC=1C=C(C=CC1)C1(CCOCC1)C=O (4-[3-[4-(2-Methylimidazol-1-yl)phenylthio]phenyl]-3,4,5,6-tetrahydro-2H-pyran-4-carbaldehyde), Cl.NO (hydroxylamine hydrochloride). Procedure: 4-[3-[4-(2-Methylimidazol-1-yl)phenylthio]phenyl]-3,4,5,6-tetrahydro-2H-pyran-4-carbaldehyde (178 mg, 0.47 mmol) and hydroxylamine hydrochloride (210 mg, 3 mmol) were dissolved in a mixture of methanol (4 ml) and pyridine (1 ml) and the reaction mixture was stirred for 5 h at ambient temperature. Volatiles were removed in vacuo and the resultant residue was diluted with 0.1 N aqueous NaOH (20 ml) and extracted with ethyl acetate (30 ml×3). The combined organic layers were washed with water (50 m... Solvent: CO (methanol), N1=CC=CC=C1 (pyridine). The product is C1=C(C=CC2=CC=CC=C12)C(=O)CC(C1=CC=CC=C1)=O (2-naphthoyl benzoylmethane). Reported procedure: Acetophenone (500 mg, 4.12 mmol), methyl 2-naphthoate (1.03 g, 5.36 mmol) and THF (20 mL) were added sequentially to a 50 mL round bottom flask. After stirring the mixture for 10 min, a suspension containing NaH (167 mg, 6.61 mmol) in THF (10 mL) was added dropwise at room temperature under N2. The mixture was stirred for 20 h before saturated aqueous NaHCO3 (1 mL) was added to quench the reaction. THF was removed in vacuo before 1 M HCl (20 mL) was added. The aqueous phase was extracted with CH... Reaction conditions: time 10 minute. As a reaction SMILES: [C:1]([C:4]1[CH:9]=[CH:8][CH:7]=[CH:6][CH:5]=1)(=[O:3])[CH3:2].[CH:10]1[C:19]2[C:14](=[CH:15][CH:16]=[CH:17][CH:18]=2)[CH:13]=[CH:12][C:11]=1[C:20]([O:22]C)=O.[H-].[Na+].C([O-])(O)=O.[Na+]>C1COCC1>[CH:10]1[C:19]2[C:14](=[CH:15][CH:16]=[CH:17][CH:18]=2)[CH:13]=[CH:12][C:11]=1[C:20]([CH2:2][C:1](=[O:3])[C:4]1[CH:9]=[CH:8][CH:7]=[CH:6][CH:5]=1)=[O:22] |f:2.3,4.5|. Run in C1CCOC1 (THF), C1CCOC1 (THF). The reactants are C(=O)(O)[O-].[Na+] (NaHCO3), C(C)(=O)C1=CC=CC=C1 (Acetophenone), C1=C(C=CC2=CC=CC=C12)C(=O)OC (methyl 2-naphthoate), [H-].[Na+] (NaH). Reactants: Cl.C1=C(C=CC=2SC3=CC=CC=C3NC12)C=1N=C(SC1)CN (1-[4-(10H-phenothiazin-2-yl)-1,3-thiazol-2-yl]methanamine hydrochloride), C(C)(=O)Cl (acetyl chloride), C(CCCCC)(=O)Cl (hexanoyl chloride), intermediate 355.2. Yields the product C1=C(C=CC=2SC3=CC=CC=C3NC12)C=1N=C(SC1)CNC(CCCCC)=O (N-{[4-(10H-phenothiazin-2-yl)-1,3-thiazol-2-yl]methyl}hexanamide). The yield is 40.7%. RXN SMILES: Cl.[CH:2]1[C:15]2[NH:14][C:13]3[C:8](=[CH:9][CH:10]=[CH:11][CH:12]=3)[S:7][C:6]=2[CH:5]=[CH:4][C:3]=1[C:16]1[N:17]=[C:18]([CH2:21][NH2:22])[S:19][CH:20]=1.[C:23](Cl)(=[O:29])[CH2:24][CH2:25][CH2:26][CH2:27][CH3:28].C(Cl)(=O)C>>[CH:2]1[C:15]2[NH:14][C:13]3[C:8](=[CH:9][CH:10]=[CH:11][CH:12]=3)[S:7][C:6]=2[CH:5]=[CH:4][C:3]=1[C:16]1[N:17]=[C:18]([CH2:21][NH:22][C:23](=[O:29])[CH2:24][CH2:25][CH2:26][CH2:27][CH3:28])[S:19][CH:20]=1 |f:0.1|. Procedure details: This compound is prepared according to a protocol identical to that described for Example 355, with the compound of Example 362 and hexanoyl chloride respectively replacing intermediate 355.2 and acetyl chloride in Stage 355.3. The expected product is obtained in the form of a brown solid with a yield of 40.7%. Melting point: 192.0-194.0° C.